Dataset: the Open Reaction Database (ORD), a public repository of structured organic reaction records. Task: describe an organic reaction: reactants, conditions, products, and yield Starting materials: C1(CC1)N1C=C(C(C=2C=C3C(=NC12)C=C(C(=C3)F)F)=O)C(=O)OCC (1-cyclopropyl-7,8-difluoro-3-ethoxycarbonyl-4-oxo-1,4-dihydrobenzo[b][1,8]naphthyridine), S1C(=CC=C1)C1NCCNC1 ((RS)-2-(2-thienyl)piperazine). Yields the product C1(CC1)N1C=C(C(C=2C=C3C(=NC12)C=C(C(=C3)F)N3CC(NCC3)C=3SC=CC3)=O)C(=O)OCC ((RS)-1-Cyclopropyl-3-ethoxycarbonyl-7-fluoro-4-oxo-8-[3-(2-thienyl)-1-piperazinyl]-1,4-dihydrobenzo[b][1,8]naphthyridine). The yield is 90.5%. Reaction SMILES: [CH:1]1([N:4]2[C:13]3[N:12]=[C:11]4[CH:14]=[C:15](F)[C:16]([F:18])=[CH:17][C:10]4=[CH:9][C:8]=3[C:7](=[O:20])[C:6]([C:21]([O:23][CH2:24][CH3:25])=[O:22])=[CH:5]2)[CH2:3][CH2:2]1.[S:26]1[CH:30]=[CH:29][CH:28]=[C:27]1[CH:31]1[CH2:36][NH:35][CH2:34][CH2:33][NH:32]1>>[CH:1]1([N:4]2[C:13]3[N:12]=[C:11]4[CH:14]=[C:15]([N:35]5[CH2:34][CH2:33][NH:32][CH:31]([C:27]6[S:26][CH:30]=[CH:29][CH:28]=6)[CH2:36]5)[C:16]([F:18])=[CH:17][C:10]4=[CH:9][C:8]=3[C:7](=[O:20])[C:6]([C:21]([O:23][CH2:24][CH3:25])=[O:22])=[CH:5]2)[CH2:2][CH2:3]1. Procedure: (RS)-1-Cyclopropyl-3-ethoxycarbonyl-7-fluoro-4-oxo-8-[3-(2-thienyl)-1-piperazinyl]-1,4-dihydrobenzo[b][1,8]naphthyridine was prepared under the conditions of Example 39, but starting with 1-cyclopropyl-7,8-difluoro-3-ethoxycarbonyl-4-oxo-1,4-dihydrobenzo[b][1,8]naphthyridine (1.7 g) and (RS)-2-(2-thienyl)piperazine (1 g). (RS)-1-Cyclopropyl-3-ethoxycarbonyl-7-fluoro-4-oxo-8-[3-(2-thienyl)-1-piperazinyl]-1,4-dihydrobenzo[b][1,8]naphthyridine (2.2 g) is obtained in the form of a yellow solid, m.p.... Starting materials: [H-].[Na+] (NaH), O1CCOC2=C1C=CC(=C2)O (2,3-Dihydro-1,4-benzodioxin-6-ol), IC (iodomethane). The solvent is CN(C)C=O (DMF). Conditions: time 30 minute. Yields the product COC1=CC2=C(OCCO2)C=C1 (6-Methoxy-2,3-dihydro-1,4-benzodioxin). As a reaction SMILES: [O:1]1[C:6]2[CH:7]=[CH:8][C:9]([OH:11])=[CH:10][C:5]=2[O:4][CH2:3][CH2:2]1.[H-].[Na+].I[CH3:15]>CN(C=O)C>[CH3:15][O:11][C:9]1[CH:8]=[CH:7][C:6]2[O:1][CH2:2][CH2:3][O:4][C:5]=2[CH:10]=1 |f:1.2|. Procedure details: 3 g (18.05 mmol) of the alcohol obtained in Step A are dissolved in 10 ml of DMF in a flask. 2 eq. of NaH (60% in oil) are added slowly and allowed to act for 30 minutes under an inert atmosphere. 2 eq. of iodomethane are then added. The mixture is stirred for 2 hours; the DMF is then evaporated. Washing with ethyl acetate and with water is carried out and the two phases are separated. The combined organic phases are dried over MgSO4 and the solvent is evaporated. The oil obtained is purified on... Reactants: C(C)(C)(C)OC(=O)NCC(=O)NC1=CC=C2C(=C(NC2=N1)C1=CC=C(C=C1)F)C1=CC=NC=C1 (6-(2′-t-butoxycarbonylamino-1′-oxo-ethylamino)-3-(4-pyridyl)-2-(4-fluorophenyl)-7-aza-indole), ClC(=O)OCC(C)C (isobutyl chloroformate), C([O-])([O-])=O.[K+].[K+] (potassium carbonate), CN(C)C=O (DMF). The solvent is O (water). Conditions: temperature 23 celsius. Yields the product C(C)(C)(C)OC(=O)NCC(=O)NC1=CC=C2C(=C(N(C2=N1)C(=O)OCC(C)C)C1=CC=C(C=C1)F)C1=CC=NC=C1 (6-(2′-t-butoxycarbonylamino-1′-oxo-ethylamino)-3-(4-pyridyl)-2-(4-fluorophenyl)-1-isobutoxycarbonyl-7-aza-indole). As a reaction SMILES: [C:1]([O:5][C:6]([NH:8][CH2:9][C:10]([NH:12][C:13]1[N:21]=[C:20]2[C:16]([C:17]([C:29]3[CH:34]=[CH:33][N:32]=[CH:31][CH:30]=3)=[C:18]([C:22]3[CH:27]=[CH:26][C:25]([F:28])=[CH:24][CH:23]=3)[NH:19]2)=[CH:15][CH:14]=1)=[O:11])=[O:7])([CH3:4])([CH3:3])[CH3:2].Cl[C:36]([O:38][CH2:39][CH:40]([CH3:42])[CH3:41])=[O:37].C(=O)([O-])[O-].[K+].[K+].CN(C=O)C>O>[C:1]([O:5][C:6]([NH:8][CH2:9][C:10]([NH:12][C:13]1[N:21]=[C:20]2[C:16]([C:17]([C:29]3[CH:30]=[CH:31][N:32]=[CH:33][CH:34]=3)=[C:18]([C:22]3[CH:27]=[CH:26][C:25]([F:28])=[CH:24][CH:23]=3)[N:19]2[C:36]([O:38][CH2:39][CH:40]([CH3:42])[CH3:41])=[O:37])=[CH:15][CH:14]=1)=[O:11])=[O:7])([CH3:4])([CH3:2])[CH3:3] |f:2.3.4|. Reported procedure: 6-(2′-t-butoxycarbonylamino-1′-oxo-ethylamino)-3-(4-pyridyl)-2-(4-fluorophenyl)-7-aza-indole (29) (50 mg, 0.108 mmol), isobutyl chloroformate (42 ml, 0.325 mmol) N-methylmorpholine (119 ml, 1.08 mmol), potassium carbonate (74.9 mg, 0.542 mmol), and DMF (4 mL) were warmed at 80° C. for 16 h. After cooling to 23° C., the reaction was diluted with water (20 mL), extracted with ethyl acetate (2×20 mL), and dried (Na2SO4). After concentration in vacuo, the residue was purified by preparative plate ch... RXN SMILES: [F:1][C:2]1[CH:3]=[CH:4][C:5]([N+:28]([O-])=O)=[C:6]([CH:27]=1)[CH2:7][N:8]([S:16]([C:19]1[CH:24]=[CH:23][C:22]([O:25][CH3:26])=[CH:21][CH:20]=1)(=[O:18])=[O:17])[CH:9]([CH2:14][OH:15])[C:10]([O:12][CH3:13])=[O:11].O.O.[Sn](Cl)(Cl)(Cl)Cl.[C:38]([O-])(O)=O.[Na+].C(O[CH2:47][CH3:48])(=O)C>C(O)C>[NH2:28][C:5]1[CH:4]=[CH:3][C:2]([F:1])=[CH:27][C:6]=1[CH2:7][N:8]([S:16]([C:19]1[CH:24]=[CH:23][C:22]([O:25][CH2:26][C:38]#[C:47][CH3:48])=[CH:21][CH:20]=1)(=[O:18])=[O:17])[CH:9]([CH2:14][OH:15])[C:10]([O:12][CH3:13])=[O:11] |f:1.2.3,4.5|. Run in C(C)O (ethanol). The reactants are C(=O)(O)[O-].[Na+] (NaHCO3), FC=1C=CC(=C(CN(C(C(=O)OC)CO)S(=O)(=O)C2=CC=C(C=C2)OC)C1)[N+](=O)[O-] (Methyl 2-{(5-fluoro-2-nitrobenzyl)[(4-methoxyphenyl)sulfonyl]amino}-3-hydroxypropanoate), O.O.[Sn](Cl)(Cl)(Cl)Cl (tin chloride dihydrate), ice water, C(C)(=O)OCC (Ethyl acetate). Product: NC1=C(CN(C(C(=O)OC)CO)S(=O)(=O)C2=CC=C(C=C2)OCC#CC)C=C(C=C1)F (Methyl 2-((2-amino-5-fluorobenzyl){[4-(2-butynyloxy)phenyl]sulfonyl}amino)-3-hydroxypropanoate). Procedure: Methyl 2-{(5-fluoro-2-nitrobenzyl)[(4-methoxyphenyl)sulfonyl]amino}-3-hydroxypropanoate (1.0 g, 2.08 mmol) was dissolved in ethanol (18 mL). To this was added tin chloride dihydrate (2.35 g, 10.4 mmol) and the reaction was heated to 70° C. for 2 hours. The reaction was then cooled to room temperature and ice water followed by NaHCO3 was added to bring the solution to pH 8. Ethyl acetate was added and the suspension was filtered through celite. The organic layer was separated and washed with brin... The yield is 58.0%. Conditions: temperature 70 celsius. Starting materials: N-[2-(1-cyclopentylideneethyl)phenyl]-1-methyl-3-(trifluoromethyl)-1H-pyrazole-4-carboxamide trifluoromethyl, N1N=CC(=C1)C(=O)N (1H-pyrazole-4-carboxamide), C1(CCCC1)C(=C)C1=C(C=CC=C1)NC(=O)C=1C(=NN(C1)C)C(F)(F)F (N-[2-(1-cyclopentylethenyl)phenyl]-1-methyl-3-(trifluoromethyl)-1H-pyrazole-4-carboxamide). The reagents and catalysts are [Pd] (Pd/C). Solvent: C(C)O (ethanol). Product: C1(CCCC1)C(C)C1=C(C=CC=C1)NC(=O)C=1C(=NN(C1)C)C(F)(F)F (N-[2-(1-cyclopentylethyl)phenyl]-1-methyl-3-(trifluoromethyl)-1H-pyrazole-4-carboxamide). Yield: 97.1%. As a reaction SMILES: N1C=C(C(N)=O)C=N1.[CH:9]1([C:14]([C:16]2[CH:21]=[CH:20][CH:19]=[CH:18][C:17]=2[NH:22][C:23]([C:25]2[C:26]([C:31]([F:34])([F:33])[F:32])=[N:27][N:28]([CH3:30])[CH:29]=2)=[O:24])=[CH2:15])[CH2:13][CH2:12][CH2:11][CH2:10]1>C(O)C.[Pd]>[CH:9]1([CH:14]([C:16]2[CH:21]=[CH:20][CH:19]=[CH:18][C:17]=2[NH:22][C:23]([C:25]2[C:26]([C:31]([F:33])([F:34])[F:32])=[N:27][N:28]([CH3:30])[CH:29]=2)=[O:24])[CH3:15])[CH2:13][CH2:12][CH2:11][CH2:10]1. Procedure: A mixture of N-[2-(1-cyclopentylideneethyl)phenyl]-1-methyl-3-(trifluoromethyl)-1H-pyrazole-4-carboxamide trifluoromethyl)-1H-pyrazole-4-carboxamide and N-[2-(1-cyclopentylethenyl)phenyl]-1-methyl-3-(trifluoromethyl)-1H-pyrazole-4-carboxamide (2.5 g), each prepared using the methods described above, were shaken on a Parr Shaker with 5% Pd/C in ethanol (75 mL) under 60 lbs of H2 overnight. Contents were filtered and concentrated in vacuo leaving a white solid (2.44 g). The solid was recrystallize...